Task: describe an organic reaction: reactants, conditions, products, and yield. Dataset: the Open Reaction Database (ORD), a public repository of structured organic reaction records The reactants are C(C1=CC=CC=C1)OC(CN(CCCC)C([C@@H](N(C(=O)OC(C)(C)C)[N+](=O)[O-])CCCNC(N)=N)=O)=O (nitro-N2 -(tertbutoxycarbonyl)-L-arginyl-N-butylglycine benzyl ester), Cl.C(C)(=O)OCC (HCl ethyl acetate), C(C)OCC (ethyl ether). Solvent: C(C)(=O)OCC (ethyl acetate). Reaction conditions: time 3 hour. Product: Cl.C(C1=CC=CC=C1)OC(CN(CCCC)C([C@@H](N[N+](=O)[O-])CCCNC(N)=N)=O)=O (nitro-L-arginyl-N-butylglycine benzyl ester hydrochloride). RXN SMILES: [CH2:1]([O:8][C:9](=[O:37])[CH2:10][N:11]([C:16](=[O:36])[C@H:17]([CH2:29][CH2:30][CH2:31][NH:32][C:33](=[NH:35])[NH2:34])[N:18]([N+:26]([O-:28])=[O:27])C(OC(C)(C)C)=O)[CH2:12][CH2:13][CH2:14][CH3:15])[C:2]1[CH:7]=[CH:6][CH:5]=[CH:4][CH:3]=1.[ClH:38].C(OCC)(=O)C.C(OCC)C>C(OCC)(=O)C>[ClH:38].[CH2:1]([O:8][C:9](=[O:37])[CH2:10][N:11]([C:16](=[O:36])[C@H:17]([CH2:29][CH2:30][CH2:31][NH:32][C:33](=[NH:34])[NH2:35])[NH:18][N+:26]([O-:28])=[O:27])[CH2:12][CH2:13][CH2:14][CH3:15])[C:2]1[CH:3]=[CH:4][CH:5]=[CH:6][CH:7]=1 |f:1.2,5.6|. Procedure details: To a stirred solution of 26.0 g of NG -nitro-N2 -(tertbutoxycarbonyl)-L-arginyl-N-butylglycine benzyl ester in 50 ml of ethyl acetate was added 80 ml of 10% dry HCl-ethyl acetate at 0° C. After 3 hours, to this solution was added 200 ml of dry ethyl ether to precipitate a viscous oily product. This was filtered and washed with dry ethyl ether to give 20.8 g of NG -nitro-L-arginyl-N-butylglycine benzyl ester hydrochloride as an amorphous solid. The reactants are [N+](=O)([O-])C1=CC2=C(N=CS2)C=C1 (6-nitrobenzothiazole), CC1=C(C=CC=2N=CSC21)N=O (7-methyl-6-nitrosobenzothiazole). The reagents and catalysts are [Fe] (iron). The solvent is CC(=O)O (AcOH). Run at time 15 minute. Yields the product CC1=C(C=CC=2N=CSC21)N=O (7-Methyl-6-nitrosobenzothiazole), NC1=C(C2=C(N=CS2)C=C1)C (6-Amino-7-methylbenzothiazole). Yield: 130.1%. Reaction SMILES: [N+](C1C=CC2N=CSC=2C=1)([O-])=O.[CH3:13][C:14]1[C:22]2[S:21][CH:20]=[N:19][C:18]=2[CH:17]=[CH:16][C:15]=1[N:23]=[O:24]>CC(O)=O.[Fe]>[CH3:13][C:14]1[C:22]2[S:21][CH:20]=[N:19][C:18]=2[CH:17]=[CH:16][C:15]=1[N:23]=[O:24].[NH2:23][C:15]1[CH:16]=[CH:17][C:18]2[N:19]=[CH:20][S:21][C:22]=2[C:14]=1[CH3:13]. Procedure: 7-Methyl-6-nitrosobenzothiazole was prepared from 6-nitrobenzothiazole according to the general procedure described by Bartoli et al. Synlett 270 (1976). To a solution of 7-methyl-6-nitrosobenzothiazole (889 mg, 5.00 mmol) in AcOH (40 mL) at 70° C. was added iron powder (325 mesh, 559 mg, 10.0 mmol) in a single portion. The resulting dark reaction mixture was stirred for 15 min before it was cooled and concentrated in vacuo to leave a residue which was partitioned between 1N HCl (50 mL) and CH2C... Starting materials: ClC(Cl)Cl, O=C(OO)c1cccc(Cl)c1, COC(=O)c1c(CSc2ccncc2)[n+]([O-])c2ccccc2[n+]1[O-]. Yields the product COC(=O)c1c(CS(=O)c2ccncc2)[n+]([O-])c2ccccc2[n+]1[O-]. Reaction SMILES: [CH:36]([Cl:37])([Cl:38])[Cl:39].[Cl:25][c:26]1[cH:27][cH:28][cH:29][c:30]([C:31]([O:32][OH:34])=[O:33])[cH:35]1.[n:1]1[cH:2][cH:3][c:4]([S:7][CH2:8][c:9]2[c:10]([C:21](=[O:22])[O:23][CH3:24])[n+:11]([O-:20])[c:12]3[cH:13][cH:14][cH:15][cH:16][c:17]3[n+:18]2[O-:19])[cH:5][cH:6]1>>[n:1]1[cH:2][cH:3][c:4]([S:7]([CH2:8][c:9]2[c:10]([C:21](=[O:22])[O:23][CH3:24])[n+:11]([O-:20])[c:12]3[cH:13][cH:14][cH:15][cH:16][c:17]3[n+:18]2[O-:19])=[O:33])[cH:5][cH:6]1. Reactants: BrC1=NC(=CC(=C1)S(=O)(=O)C1=CC=C(C=C1)N)N1CCCC1 (4-(2-bromo-6-pyrrolidine-1-yl-pyridine-4-sulfonyl)-phenylamine), C1(=CC=CC=C1)B(O)O (benzene-boronic acid), C([O-])([O-])=O.[Na+].[Na+] (sodium carbonate). The reagents and catalysts are C1=CC=C(C=C1)P(C2=CC=CC=C2)C3=CC=CC=C3.C1=CC=C(C=C1)P(C2=CC=CC=C2)C3=CC=CC=C3.Cl[Pd]Cl (bis(triphenylphosphine)-palladium(II)-chloride). Solvent: COCCOC (1,2-dimethoxyethane), O (water). Product: C1(=CC=CC=C1)C1=NC(=CC(=C1)S(=O)(=O)C1=CC=C(C=C1)N)N1CCCC1 (4-(2-phenyl-6-pyrrolidine-1-yl-pyridine-4-sulfonyl)-phenylamine). The yield is 68.5%. Reaction SMILES: Br[C:2]1[CH:7]=[C:6]([S:8]([C:11]2[CH:16]=[CH:15][C:14]([NH2:17])=[CH:13][CH:12]=2)(=[O:10])=[O:9])[CH:5]=[C:4]([N:18]2[CH2:22][CH2:21][CH2:20][CH2:19]2)[N:3]=1.[C:23]1(B(O)O)[CH:28]=[CH:27][CH:26]=[CH:25][CH:24]=1.C(=O)([O-])[O-].[Na+].[Na+]>COCCOC.O.C1C=CC(P(C2C=CC=CC=2)C2C=CC=CC=2)=CC=1.C1C=CC(P(C2C=CC=CC=2)C2C=CC=CC=2)=CC=1.Cl[Pd]Cl>[C:23]1([C:2]2[CH:7]=[C:6]([S:8]([C:11]3[CH:16]=[CH:15][C:14]([NH2:17])=[CH:13][CH:12]=3)(=[O:10])=[O:9])[CH:5]=[C:4]([N:18]3[CH2:22][CH2:21][CH2:20][CH2:19]3)[N:3]=2)[CH:28]=[CH:27][CH:26]=[CH:25][CH:24]=1 |f:2.3.4,7.8.9|. Procedure: A mixture of 191 mg (0.5 mmole) 4-(2-bromo-6-pyrrolidine-1-yl-pyridine-4-sulfonyl)-phenylamine, 60.9 mg (0.5 mmole) benzene-boronic acid, 55 mg sodium carbonate and 18 mg bis(triphenylphosphine)-palladium(II)-chloride is refluxed for 18 hours in 5 ml 1,2-dimethoxyethane and 0.25 ml water. The solvent is removed and the residue is diluted with dichloromethane. The dichloromethane solution is washed twice with water, dried over magnesiumsulfate and concentrated in vacuo. Flash chromatography (sili... The reactants are NC1=NC(=NC=2N1N=C(N2)C=2OC=CC2)OC2=CC=CC=C2 (7-amino-2-(2-furyl)-5-phenoxy-[1,2,4]triazolo[1,5-a][1,3,5]triazine), C(C)(=O)OC(C)=O (acetic anhydride). Product: C(C)(=O)NC1=NC(=NC=2N1N=C(N2)C=2OC=CC2)OC2=CC=CC=C2 (7-acetylamino-2-(2-furyl)-5-phenoxy-[1,2,4]-triazolo[1,5-a][1,3,5]triazine). Reaction SMILES: [NH2:1][C:2]1[N:7]2[N:8]=[C:9]([C:11]3[O:12][CH:13]=[CH:14][CH:15]=3)[N:10]=[C:6]2[N:5]=[C:4]([O:16][C:17]2[CH:22]=[CH:21][CH:20]=[CH:19][CH:18]=2)[N:3]=1.[C:23](OC(=O)C)(=[O:25])[CH3:24]>>[C:23]([NH:1][C:2]1[N:7]2[N:8]=[C:9]([C:11]3[O:12][CH:13]=[CH:14][CH:15]=3)[N:10]=[C:6]2[N:5]=[C:4]([O:16][C:17]2[CH:18]=[CH:19][CH:20]=[CH:21][CH:22]=2)[N:3]=1)(=[O:25])[CH3:24]. Procedure: A solution of 7-amino-2-(2-furyl)-5-phenoxy-[1,2,4]triazolo[1,5-a][1,3,5]triazine (950 mg) in acetic anhydride was heated under reflux for 1.5 hours. The solvent was then evaporated in vacuo and the residue was purified by chromatography on silica eluting with dichloromethane containing ethyl acetate (5% v/v). The amorphous solid thereby obtained was crystallised from toluene to give 7-acetylamino-2-(2-furyl)-5-phenoxy-[1,2,4]-triazolo[1,5-a][1,3,5]triazine as colourless prisms, m.p. 168°-170° C...